Dataset: the Open Reaction Database (ORD), a public repository of structured organic reaction records. Task: describe an organic reaction: reactants, conditions, products, and yield Reactants: Brc1ccccn1, NCCCCN, c1ccncc1. The product is NCCCCNc1ccccn1. As a reaction SMILES: [Br:1][c:2]1[cH:3][cH:4][cH:5][cH:6][n:7]1.[NH2:8][CH2:9][CH2:10][CH2:11][CH2:12][NH2:13].[cH:14]1[cH:15][cH:16][n:17][cH:18][cH:19]1>>[c:2]1([NH:13][CH2:12][CH2:11][CH2:10][CH2:9][NH2:8])[cH:3][cH:4][cH:5][cH:6][n:7]1. The reactants are CCCBr, ClCCl, CSc1cc(C=O)cc(OCc2ccccc2)c1O, [K+], [K+], O=C([O-])[O-], CN(C)C=O, O. Yields the product O=Cc1cc(Br)c(O)c(OCc2ccccc2)c1. Reaction SMILES: [Br:26][CH2:27][CH2:28][CH3:29].[CH2:30]([Cl:31])[Cl:32].[CH3:1][S:2][c:3]1[cH:4][c:5]([CH:6]=[O:7])[cH:8][c:9]([O:12][CH2:13][c:14]2[cH:15][cH:16][cH:17][cH:18][cH:19]2)[c:10]1[OH:11].[K+:20].[K+:21].[O-:22][C:23]([O-:24])=[O:25].[O:33]=[CH:34][N:35]([CH3:36])[CH3:37].[OH2:38]>>[c:3]1([Br:26])[cH:4][c:5]([CH:6]=[O:7])[cH:8][c:9]([O:12][CH2:13][c:14]2[cH:15][cH:16][cH:17][cH:18][cH:19]2)[c:10]1[OH:11]. As a reaction SMILES: [C:18]([c:19]1[cH:20][cH:21][cH:22][cH:23][cH:24]1)(=[O:25])[Cl:26].[ClH:17].[NH2:1][CH:2]1[CH:3]([OH:16])[CH2:4][c:5]2[c:6]([O:14][CH3:15])[cH:7][cH:8][c:9]([O:12][CH3:13])[c:10]2[CH2:11]1.[Na+:28].[OH-:27].[OH2:29].[cH:30]1[cH:31][cH:32][cH:33][cH:34][cH:35]1>>[NH:1]([CH:2]1[CH:3]([OH:16])[CH2:4][c:5]2[c:6]([O:14][CH3:15])[cH:7][cH:8][c:9]([O:12][CH3:13])[c:10]2[CH2:11]1)[C:18]([c:19]1[cH:20][cH:21][cH:22][cH:23][cH:24]1)=[O:25]. The product is COc1ccc(OC)c2c1CC(O)C(NC(=O)c1ccccc1)C2. The reactants are O=C(Cl)c1ccccc1, Cl, COc1ccc(OC)c2c1CC(N)C(O)C2, [Na+], [OH-], O, c1ccccc1.